From a dataset of the Open Reaction Database (ORD), a public repository of structured organic reaction records. describe an organic reaction: reactants, conditions, products, and yield Starting materials: CCOC(=O)CP(=O)(OCC)OCC, Cc1ccc(C(NC(=O)Cc2ccc(C=O)cc2)c2ccccc2N2CCCCC2)cc1, [H-], [Na+], O. Product: CCOC(=O)C=Cc1ccc(CC(=O)NC(c2ccc(C)cc2)c2ccccc2N2CCCCC2)cc1. As a reaction SMILES: [CH2:33]([O:34][P:35]([O:36][CH2:37][CH3:38])(=[O:39])[CH2:41][C:42](=[O:43])[O:44][CH2:45][CH3:46])[CH3:40].[CH3:1][c:2]1[cH:3][cH:4][c:5]([CH:8]([c:9]2[c:10]([N:15]3[CH2:16][CH2:17][CH2:18][CH2:19][CH2:20]3)[cH:11][cH:12][cH:13][cH:14]2)[NH:21][C:22](=[O:23])[CH2:24][c:25]2[cH:26][cH:27][c:28]([CH:29]=[O:30])[cH:31][cH:32]2)[cH:6][cH:7]1.[H-:47].[Na+:48].[OH2:49]>>[CH3:1][c:2]1[cH:3][cH:4][c:5]([CH:8]([c:9]2[c:10]([N:15]3[CH2:16][CH2:17][CH2:18][CH2:19][CH2:20]3)[cH:11][cH:12][cH:13][cH:14]2)[NH:21][C:22](=[O:23])[CH2:24][c:25]2[cH:26][cH:27][c:28]([CH:29]=[CH:41][C:42](=[O:43])[O:44][CH2:45][CH3:46])[cH:31][cH:32]2)[cH:6][cH:7]1.